From a dataset of the Open Reaction Database (ORD), a public repository of structured organic reaction records. describe an organic reaction: reactants, conditions, products, and yield The reactants are COC(=O)c1ccc([N+](=O)[O-])c(OCc2cccnc2)c1, CO, CCOC(C)=O, [Cl-], [NH4+], [Zn]. Yields the product COC(=O)c1ccc(N)c(OCc2cccnc2)c1. RXN SMILES: [CH3:1][O:2][C:3]([c:4]1[cH:5][c:6]([O:13][CH2:14][c:15]2[cH:16][n:17][cH:18][cH:19][cH:20]2)[c:7]([N+:10]([O-:11])=[O:12])[cH:8][cH:9]1)=[O:21].[CH3:22][OH:23].[CH3:26][CH2:27][O:28][C:29](=[O:30])[CH3:31].[Cl-:24].[NH4+:25].[Zn:32]>>[CH3:1][O:2][C:3]([c:4]1[cH:5][c:6]([O:13][CH2:14][c:15]2[cH:16][n:17][cH:18][cH:19][cH:20]2)[c:7]([NH2:10])[cH:8][cH:9]1)=[O:21]. The reactants are CC=1NC(=C(C(C1C(=O)OCCOC1=CC=CC=C1)C1=C(C=CC=C1)[N+](=O)[O-])C(=O)OCC)C=O (2 -phenoxyethyl 2-methyl-4-(2-nitrophenyl)-5-ethoxycarbonyl-6-formyl-1,4-dihydropyridine-3-carboxylate), Cl.NO (hydroxylamine hydrochloride), C(C)(=O)[O-].[Na+] (sodium acetate), C(C)(=O)OC(C)=O (acetic anhydride). Run in C(C)(=O)O (acetic acid). Yields the product CC=1NC(=C(C(C1C(=O)OCCOC1=CC=CC=C1)C1=C(C=CC=C1)[N+](=O)[O-])C(=O)OCC)C#N (2-phenoxyethyl 2-methyl-4-(2-nitrophenyl)-5-ethoxycarbonyl-6-cyano-1,4-dihydropyridine-3-carboxylate). RXN SMILES: [CH3:1][C:2]1[NH:3][C:4]([CH:34]=O)=C(C(OCC)=O)[CH:6]([C:20]2[CH:25]=[CH:24][CH:23]=[CH:22][C:21]=2[N+:26]([O-:28])=[O:27])[C:7]=1[C:8]([O:10][CH2:11][CH2:12][O:13][C:14]1[CH:19]=[CH:18][CH:17]=[CH:16][CH:15]=1)=[O:9].Cl.[NH2:37]O.C([O-])(=O)C.[Na+].[C:44]([O:47][C:48](=O)[CH3:49])(=[O:46])[CH3:45]>C(O)(=O)C>[CH3:1][C:2]1[NH:3][C:4]([C:34]#[N:37])=[C:45]([C:44]([O:47][CH2:48][CH3:49])=[O:46])[CH:6]([C:20]2[CH:25]=[CH:24][CH:23]=[CH:22][C:21]=2[N+:26]([O-:28])=[O:27])[C:7]=1[C:8]([O:10][CH2:11][CH2:12][O:13][C:14]1[CH:15]=[CH:16][CH:17]=[CH:18][CH:19]=1)=[O:9] |f:1.2,3.4|. Procedure details: Starting from a mixture of 2 -phenoxyethyl 2-methyl-4-(2-nitrophenyl)-5-ethoxycarbonyl-6-formyl-1,4-dihydropyridine-3-carboxylate (1.03 g), hydroxylamine hydrochloride (178.6 mg) and sodium acetate (352 mg) in acetic acid (8 ml) and acetic anhydride (1 ml), there was obtained in a similar manner to that of Example 4-2) an oil (420 mg) of 2-phenoxyethyl 2-methyl-4-(2-nitrophenyl)-5-ethoxycarbonyl-6-cyano-1,4-dihydropyridine-3-carboxylate. Reactants: C1(CC1)C1OCC(O1)(C)C=1C=C(SC1)SC1=CC=C(C=C1)C(C)=O (4'-[4-(2-cyclopropyl-4-methyl-1,3-dioxolan-4-yl)thien-2-ylthio]acetophenone), Cl.NO (hydroxylamine hydrochloride). Product: C1(CC1)C1OCC(O1)(C)C=1C=C(SC1)SC1=CC=C(C=C1)C(C)=NO (4'-[4-(2-cyclopropyl-4-methyl-1,3-dioxolan-4-yl)thien-2-ylthio]acetophenone oxime). Isolated yield 50.0%. Reaction SMILES: [CH:1]1([CH:4]2[O:8][C:7]([C:10]3[CH:11]=[C:12]([S:15][C:16]4[CH:21]=[CH:20][C:19]([C:22](=O)[CH3:23])=[CH:18][CH:17]=4)[S:13][CH:14]=3)([CH3:9])[CH2:6][O:5]2)[CH2:3][CH2:2]1.Cl.[NH2:26][OH:27]>>[CH:1]1([CH:4]2[O:8][C:7]([C:10]3[CH:11]=[C:12]([S:15][C:16]4[CH:21]=[CH:20][C:19]([C:22](=[N:26][OH:27])[CH3:23])=[CH:18][CH:17]=4)[S:13][CH:14]=3)([CH3:9])[CH2:6][O:5]2)[CH2:3][CH2:2]1 |f:1.2|. Procedure details: Using an analogous procedure to that described in Example 68, 4'-[4-(2-cyclopropyl-4-methyl-1,3-dioxolan-4-yl)thien-2-ylthio]acetophenone was reacted with hydroxylamine hydrochloride to give 4'-[4-(2-cyclopropyl-4-methyl-1,3-dioxolan-4-yl)thien-2-ylthio]acetophenone oxime in 50% yield as an oil. Reactants: CC1CNCC(C)N1, CS(C)=O, CCOC(=O)c1ccc(F)cc1. Product: CCOC(=O)c1ccc(N2CC(C)NC(C)C2)cc1. As a reaction SMILES: [CH3:1][CH:2]1[NH:3][CH:4]([CH3:8])[CH2:5][NH:6][CH2:7]1.[CH3:21][S:22]([CH3:23])=[O:24].[F:9][c:10]1[cH:11][cH:12][c:13]([C:14](=[O:15])[O:16][CH2:17][CH3:18])[cH:19][cH:20]1>>[CH3:1][CH:2]1[NH:3][CH:4]([CH3:8])[CH2:5][N:6]([c:10]2[cH:11][cH:12][c:13]([C:14](=[O:15])[O:16][CH2:17][CH3:18])[cH:19][cH:20]2)[CH2:7]1. Reactants: BrC1=CC(=C(C=C1)N)OC (4-Bromo-2-methoxybenzenamine), Cl.NO (Hydroxylamine hydrochloride), ClC(C(O)OCC)(Cl)Cl (2,2,2-trichloro-1-ethoxyethanol), S(=O)(=O)([O-])[O-].[Na+].[Na+] (sodium sulfate). Solvent: Cl (HCl), O (water), O (water), Cl (HCl). Run at temperature 60 celsius, time 20 minute. Yields the product BrC1=CC(=C(C=C1)NC(C=NO)=O)OC (N-(4-bromo-2-methoxyphenyl)-2-(hydroxyimino)acetamide). Isolated yield 56.5%. Reaction SMILES: Cl.[NH2:2][OH:3].Cl[C:5](Cl)(Cl)[CH:6]([O:8]CC)O.S([O-])([O-])(=O)=O.[Na+].[Na+].[Br:20][C:21]1[CH:26]=[CH:25][C:24]([NH2:27])=[C:23]([O:28][CH3:29])[CH:22]=1>O.Cl>[Br:20][C:21]1[CH:26]=[CH:25][C:24]([NH:27][C:6](=[O:8])[CH:5]=[N:2][OH:3])=[C:23]([O:28][CH3:29])[CH:22]=1 |f:0.1,3.4.5|. Procedure: Hydroxylamine hydrochloride (6.67 g, 96 mmol) in water (15 mL) was added to a suspension of 2,2,2-trichloro-1-ethoxyethanol (6.96 g, 36 mmol) and sodium sulfate (38.3 g, 270 mmol) in water (45 mL) and 2N HCl (30 mL). The mixture was stirred at 60° C. for 20 min. 4-Bromo-2-methoxybenzenamine (6.06 g, 30 mol) in 2N HCl (30 mL) was added, and the mixture was heated to 90° C. for 2 h. The mixture was cooled to room temperature. The solid was collected by filtration, washed with water, and air dried ... Reactants: CO, Cl, N#Cc1cnc(N)nc1-c1ccc(Cl)cc1C1(c2ccccc2F)OCC(CCl)O1. Yields the product N#Cc1cnc(N)nc1-c1ccc(Cl)cc1C(=O)c1ccccc1F. As a reaction SMILES: [CH3:31][OH:32].[ClH:33].[NH2:1][c:2]1[n:3][cH:4][c:5]([C:29]#[N:30])[c:6](-[c:8]2[c:9]([C:15]3([c:22]4[c:23]([F:28])[cH:24][cH:25][cH:26][cH:27]4)[O:16][CH2:21][CH:18]([CH2:19][Cl:20])[O:17]3)[cH:10][c:11]([Cl:14])[cH:12][cH:13]2)[n:7]1>>[NH2:1][c:2]1[n:3][cH:4][c:5]([C:29]#[N:30])[c:6](-[c:8]2[c:9]([C:15](=[O:16])[c:22]3[c:23]([F:28])[cH:24][cH:25][cH:26][cH:27]3)[cH:10][c:11]([Cl:14])[cH:12][cH:13]2)[n:7]1. Procedure details: Using general procedure B, 5-fluoro-3-formyl-1H-indole-2-carboxylic acid ethyl ester was coupled with 3-bromomethyl-5-fluoro-benzo[b]thiophene (Lit. 18) to give 5-fluoro-1-(5-fluoro-benzo[b]thiophen-3-ylmethyl)-3-formyl-1H-indole-2-carboxylic acid ethyl ester as white solid. MS: 400.1 ([M+H]+). As a reaction SMILES: [CH2:1]([O:3][C:4]([C:6]1[NH:7][C:8]2[C:13]([C:14]=1[CH:15]=[O:16])=[CH:12][C:11]([F:17])=[CH:10][CH:9]=2)=[O:5])[CH3:2].Br[CH2:19][C:20]1[C:21]2[CH:28]=[C:27]([F:29])[CH:26]=[CH:25][C:22]=2[S:23][CH:24]=1>>[CH2:1]([O:3][C:4]([C:6]1[N:7]([CH2:19][C:20]2[C:21]3[CH:28]=[C:27]([F:29])[CH:26]=[CH:25][C:22]=3[S:23][CH:24]=2)[C:8]2[C:13]([C:14]=1[CH:15]=[O:16])=[CH:12][C:11]([F:17])=[CH:10][CH:9]=2)=[O:5])[CH3:2]. Reactants: C(C)OC(=O)C=1NC2=CC=C(C=C2C1C=O)F (5-fluoro-3-formyl-1H-indole-2-carboxylic acid ethyl ester), BrCC=1C2=C(SC1)C=CC(=C2)F (3-bromomethyl-5-fluoro-benzo[b]thiophene). The product is C(C)OC(=O)C=1N(C2=CC=C(C=C2C1C=O)F)CC=1C2=C(SC1)C=CC(=C2)F (5-fluoro-1-(5-fluoro-benzo[b]thiophen-3-ylmethyl)-3-formyl-1H-indole-2-carboxylic acid ethyl ester).